From a dataset of the Open Reaction Database (ORD), a public repository of structured organic reaction records. describe an organic reaction: reactants, conditions, products, and yield The reactants are [N+](=O)([O-])C1=CC=C(CC2NC(NC2=O)=O)C=C1 (4-(4-Nitrobenzyl)imidazolidin-2,5-dione), ice water, C(C)(=O)OCC (Ethyl acetate), ClCC=1C=C(C(=O)NC)C=CC1 (3-Chloromethyl-N-methylbenzamide), C(=O)([O-])[O-].[K+].[K+] (K2CO3). Run in CN(C)C=O (DMF). Conditions: time 60 hour. Yields the product CNC(C1=CC(=CC=C1)CN1C(NC(C1=O)CC1=CC=C(C=C1)[N+](=O)[O-])=O)=O (N-Methyl-3-[4-(4-nitrobenzyl)-2,5-dioxoimidazolidinylmethyl]benzamide). Isolated yield 69.2%. Reaction SMILES: [N+:1]([C:4]1[CH:17]=[CH:16][C:7]([CH2:8][CH:9]2[C:13](=[O:14])[NH:12][C:11](=[O:15])[NH:10]2)=[CH:6][CH:5]=1)([O-:3])=[O:2].Cl[CH2:19][C:20]1[CH:21]=[C:22]([CH:27]=[CH:28][CH:29]=1)[C:23]([NH:25][CH3:26])=[O:24].C([O-])([O-])=O.[K+].[K+].C(OCC)(=O)C>CN(C=O)C>[CH3:26][NH:25][C:23](=[O:24])[C:22]1[CH:27]=[CH:28][CH:29]=[C:20]([CH2:19][N:12]2[C:13](=[O:14])[CH:9]([CH2:8][C:7]3[CH:16]=[CH:17][C:4]([N+:1]([O-:3])=[O:2])=[CH:5][CH:6]=3)[NH:10][C:11]2=[O:15])[CH:21]=1 |f:2.3.4|. Reported procedure: The product from step (a) (4.0 g), the product from step (b) (3.3 g) and anhy. K2CO3 (2.55 g) were taken up in DMF (25 ml) and stirred at room temperature for 60 hours. The mixture was poured with vigorous stirring into ice-water (175 ml) to give an oily precipitate. Ethyl acetate was added and stirring continued for 1 hour to solidify the precipitate. The latter was filtered off, washed with water, ethyl acetate and ether, and dried to give the desired product as a peach-coloured solid (4.5 g). Starting materials: C1COCCO1, CC(=O)N1c2ccc(C#C[Si](C(C)C)(C(C)C)C(C)C)cc2C(N(C(=O)[O-])C(C)(C)C)CC1C, Cl. The product is Cl, CC(=O)N1c2ccc(C#C[Si](C(C)C)(C(C)C)C(C)C)cc2C(N)CC1C. Reaction SMILES: [CH2:36]1[O:37][CH2:38][CH2:39][O:40][CH2:41]1.[CH3:1][C:2]([N:5]([C:3](=[O:4])[O-:6])[CH:9]1[CH2:10][CH:11]([CH3:34])[N:12]([C:31]([CH3:32])=[O:33])[c:13]2[cH:14][cH:15][c:16]([C:19]#[C:20][Si:21]([CH:22]([CH3:23])[CH3:24])([CH:25]([CH3:26])[CH3:27])[CH:28]([CH3:29])[CH3:30])[cH:17][c:18]21)([CH3:7])[CH3:8].[ClH:35]>>[ClH:35].[NH2:5][CH:9]1[CH2:10][CH:11]([CH3:34])[N:12]([C:31]([CH3:32])=[O:33])[c:13]2[cH:14][cH:15][c:16]([C:19]#[C:20][Si:21]([CH:22]([CH3:23])[CH3:24])([CH:25]([CH3:26])[CH3:27])[CH:28]([CH3:29])[CH3:30])[cH:17][c:18]21.